From a dataset of the Open Reaction Database (ORD), a public repository of structured organic reaction records. describe an organic reaction: reactants, conditions, products, and yield The reactants are CC(C)(C)OC(=O)CCC(=O)O, C1CCOC1, CI, CC(C)[N-]C(C)C, [Li+]. Yields the product CC(CC(=O)O)C(=O)OC(C)(C)C. Reaction SMILES: [C:9]([CH3:10])([CH3:11])([CH3:12])[O:13][C:14]([CH2:15][CH2:16][C:17](=[O:18])[OH:19])=[O:20].[CH2:23]1[O:24][CH2:25][CH2:26][CH2:27]1.[CH3:21][I:22].[CH3:2][CH:3]([N-:4][CH:5]([CH3:6])[CH3:7])[CH3:8].[Li+:1]>>[CH3:2][CH:15]([C:14]([O:13][C:9]([CH3:10])([CH3:11])[CH3:12])=[O:20])[CH2:16][C:17](=[O:18])[OH:19]. The reactants are [H-].[H-].[H-].[H-].[Li+].[Al+3] (LAH), C(=C)C=1C=C2C(=CNC2=CC1)C(=O)[C@@H]1N(CCC1)C(=O)OCC1=CC=CC=C1 ((R)-5-vinyl-3-[(N-carbobenzyloxypyrrolidin-2-yl) carbonyl]-1H-indole). The solvent is C1CCOC1 (THF). Product: C(=C)C=1C=C2C(=CNC2=CC1)C[C@@H]1N(CCC1)C ((R)-5-vinyl-3-[(N-methylpyrrolidin-2-yl) methyl]-1H-indole). Yield: 69.8%. Reaction SMILES: [H-].[H-].[H-].[H-].[Li+].[Al+3].[CH:7]([C:9]1[CH:10]=[C:11]2[C:15](=[CH:16][CH:17]=1)[NH:14][CH:13]=[C:12]2[C:18]([C@H:20]1[CH2:24][CH2:23][CH2:22][N:21]1[C:25](OCC1C=CC=CC=1)=O)=O)=[CH2:8]>C1COCC1>[CH:7]([C:9]1[CH:10]=[C:11]2[C:15](=[CH:16][CH:17]=1)[NH:14][CH:13]=[C:12]2[CH2:18][C@H:20]1[CH2:24][CH2:23][CH2:22][N:21]1[CH3:25])=[CH2:8] |f:0.1.2.3.4.5|. Reported procedure: A solution (R)-3-(N-Benzyloxycarbonylpyrrolidin-2-ylcarbonyl )-5-bromo-1H-indole (Example 5a, 252 mg, 0.59 mmol), tributyl(vinyl)tin (0.20 mL, 0.68 mmol) and tetrakistriphenyphosphine palladium (0) (84 mg, 0.073 mmol) in anhydrous DMF (3 mL) was stirred at 95-100° C. for 1 day. After cooling to room temperature, the product was taken into ethyl acetate, filtered through celite, washed with water (2×) and brine (1×), dried over sodium sulfate and the solvent was removed in vacuo. Flash chromatogr... Reactants: Brc1ccc(CCN2CCNCC2)cc1, CC(C)OCCN(C(=O)CCl)c1ccc(C(=O)Cl)cc1. Yields the product CC(C)OCCN(C(=O)CCl)c1ccc(C(=O)N2CCN(CCc3ccc(Br)cc3)CC2)cc1. As a reaction SMILES: [Br:21][c:22]1[cH:23][cH:24][c:25]([CH2:28][CH2:29][N:30]2[CH2:31][CH2:32][NH:33][CH2:34][CH2:35]2)[cH:26][cH:27]1.[CH:1]([CH3:2])([CH3:3])[O:4][CH2:5][CH2:6][N:7]([C:8]([CH2:9][Cl:10])=[O:11])[c:12]1[cH:13][cH:14][c:15]([C:16](=[O:17])[Cl:18])[cH:19][cH:20]1>>[CH:1]([CH3:2])([CH3:3])[O:4][CH2:5][CH2:6][N:7]([C:8]([CH2:9][Cl:10])=[O:11])[c:12]1[cH:13][cH:14][c:15]([C:16](=[O:17])[N:33]2[CH2:32][CH2:31][N:30]([CH2:29][CH2:28][c:25]3[cH:24][cH:23][c:22]([Br:21])[cH:27][cH:26]3)[CH2:35][CH2:34]2)[cH:19][cH:20]1. Starting materials: C(=O)(OCC1=CC=CC=C1)Cl (carbobenzyloxy chloride), OCCCCC=1C=CC(=NC1)C(=O)O (5-(4-hydroxybutyl)picolinic acid), ice water. Run in C1(=CC=CC=C1)C (toluene), N1=CC=CC=C1 (pyridine). The product is C(=O)(OCC1=CC=CC=C1)CCCCC=1C=CC(=NC1)C(=O)O (5-(4-carbobenzyloxybutyl)picolinic acid). The yield is 90.6%. Reaction SMILES: O[CH2:2][CH2:3][CH2:4][CH2:5][C:6]1[CH:7]=[CH:8][C:9]([C:12]([OH:14])=[O:13])=[N:10][CH:11]=1.[C:15](Cl)([O:17][CH2:18][C:19]1[CH:24]=[CH:23][CH:22]=[CH:21][CH:20]=1)=[O:16]>N1C=CC=CC=1.C1(C)C=CC=CC=1>[C:15]([CH2:2][CH2:3][CH2:4][CH2:5][C:6]1[CH:7]=[CH:8][C:9]([C:12]([OH:14])=[O:13])=[N:10][CH:11]=1)([O:17][CH2:18][C:19]1[CH:24]=[CH:23][CH:22]=[CH:21][CH:20]=1)=[O:16]. Procedure: 3.92 g of 5-(4-hydroxybutyl)picolinic acid was dissolved in 20 ml of pyridine, and with stirring under ice cooling, a solution of 4.6 g of carbobenzyloxy chloride in 20 ml of toluene was added dropwise. Under ice cooling, the mixture was reacted for 2 hours. Then, the reaction mixture was poured into ice water, and extracted with toluene. The extract was washed successively with water, 1 N hydrochloric acid and then with water, and the toluene was distilled off to give 5.7 g of 5-(4-carbobenzylo... Reactants: C(=C)[Mg]Cl (vinyl magnesium chloride), C=CC[C@@H](CCCCCC)O ((4R)-1-decen-4-ol), C(#C)[Mg]Br (ethynyl magnesium bromide), C(C#C)[C@H](C(=O)O)CCCCCC ((2R)-(2-propynyl)octanoic acid), C(C=C)[C@H](C(=O)O)CCCCCC ((2R)-(2-propenyl)octanoic acid), C(=C)[Mg]Br (vinyl magnesium bromide), C(#C)[Mg]Cl (ethynyl magnesium chloride), C#CC[C@@H](CCCCCC)O ((4R)-1-decyn-4-ol). Product: C(CC)[C@@H](C(=O)O)CCCCCC ((2R)-2-propyloctanoic acid). As a reaction SMILES: [CH:1]([Mg]Cl)=[CH2:2].C([Mg]Br)=C.C([Mg]Cl)#C.C([Mg]Br)#C.C=CC[C@H](O)CCCCCC.C#CC[C@H](O)CCCCCC.[CH2:39]([C@@H:42]([CH2:46][CH2:47][CH2:48][CH2:49]CC)[C:43]([OH:45])=[O:44])[CH:40]=[CH2:41].C([C@@H](CCCCCC)C(O)=O)C#C>>[CH2:39]([C@H:42]([CH2:46][CH2:47][CH2:48][CH2:49][CH2:1][CH3:2])[C:43]([OH:45])=[O:44])[CH2:40][CH3:41]. Procedure: Additionally, it is also possible in the above reaction steps that, for example, in the step (A), a two-carbon adding reaction is carried out using an unsaturated organic metal reagent (e.g., vinyl magnesium chloride, vinyl magnesium bromide, ethynyl magnesium chloride, ethynyl magnesium bromide, etc.) as an organic metal reagent, the resulting (4R)-1-decen-4-ol or (4R)-1-decyn-4-ol is subjected to the reactions of the step (B) or the step (C), and the resulting (2R)-(2-propenyl)octanoic acid or... Reactants: C(C)[SiH](CC)CC (triethyl silane), FC(C(=O)O)(F)F (trifluoroacetic acid), C(C1=CC=CC=C1)(=O)C1=CC=C(N1)C(C(=O)OCC)(C(=O)OCC)OC(C)=O (diethyl (5-benzoylpyrrol-2-yl)-acetoxymethanedicarboxylate), C(C)[SiH](CC)CC (triethylsilane), FC(C(=O)O)(F)F (trifluoroacetic acid). Solvent: C(Cl)Cl (methylene chloride). Conditions: temperature 40 celsius, time 24 hour. The product is C(C1=CC=CC=C1)(=O)C1=CC=C(N1)C(C(=O)OCC)C(=O)OCC (diethyl (5-benzoylpyrrol-2-yl)methane-dicarboxylate). Yield: 49.6%. As a reaction SMILES: [C:1]([C:9]1[NH:13][C:12]([C:14](OC(=O)C)([C:20]([O:22][CH2:23][CH3:24])=[O:21])[C:15]([O:17][CH2:18][CH3:19])=[O:16])=[CH:11][CH:10]=1)(=[O:8])[C:2]1[CH:7]=[CH:6][CH:5]=[CH:4][CH:3]=1.C([SiH](CC)CC)C.FC(F)(F)C(O)=O>C(Cl)Cl>[C:1]([C:9]1[NH:13][C:12]([CH:14]([C:20]([O:22][CH2:23][CH3:24])=[O:21])[C:15]([O:17][CH2:18][CH3:19])=[O:16])=[CH:11][CH:10]=1)(=[O:8])[C:2]1[CH:3]=[CH:4][CH:5]=[CH:6][CH:7]=1. Reported procedure: To a solution of diethyl (5-benzoylpyrrol-2-yl)-acetoxymethanedicarboxylate (142 mg, 0.367 mmol) and triethylsilane (102 mg, 0.440 mmol) in methylene chloride (10 mL) was added trifluoroacetic acid (84 mg, 0.734 mmol). The reaction mixture was stirred at 40° C. for 24 hours. Additional triethyl silane (51 mg, 0.220 mmol) and trifluoroacetic acid (84 mg, 0.734 mmol) was added. The reaction mixture was stirred at 40° C. for an additional 24 hours. The mixture was cooled to room temperature, washed... The reactants are Cl.ClC1=CC=C(C(=N)N)C=C1 (4-chlorobenzamidine hydrochloride), CC(C(CC(=O)OCC)=O)C (ethyl 4-methyl-3-oxopentanoate), CC(C)([O-])C.[K+] (potassium tert-butoxide). Run in C(C)O (ethanol). The product is ClC1=CC=C(C=C1)C1=NC(=CC(=N1)O)C(C)C (2-(4-Chlorophenyl)-4-hydroxy-6-isopropylpyrimidine). RXN SMILES: Cl.[Cl:2][C:3]1[CH:11]=[CH:10][C:6]([C:7]([NH2:9])=[NH:8])=[CH:5][CH:4]=1.[CH3:12][CH:13]([CH3:22])[C:14](=O)[CH2:15][C:16](OCC)=[O:17].CC(C)([O-])C.[K+]>C(O)C>[Cl:2][C:3]1[CH:11]=[CH:10][C:6]([C:7]2[N:9]=[C:16]([OH:17])[CH:15]=[C:14]([CH:13]([CH3:22])[CH3:12])[N:8]=2)=[CH:5][CH:4]=1 |f:0.1,3.4|. Reported procedure: A mixture of 19.1 g of 4-chlorobenzamidine hydrochloride, 15.8 g of ethyl 4-methyl-3-oxopentanoate, 11.2 g of potassium tert-butoxide and 200 ml of ethanol was heated under reflux for 2 hours. After cooling to room temperature, the solid was filtered off with suction, washed with water and with a little ethanol and dried at 40° C. in vacuo. Yield: 12.5 g. M.p.: 164° C.